This data is from the Open Reaction Database (ORD), a public repository of structured organic reaction records. The task is: describe an organic reaction: reactants, conditions, products, and yield Starting materials: BrC1=CN=C2N1N=C(C=C2)Cl (3-bromo-6-chloroimidazo[1,2-b]pyridazine), C(CCC)N (N-butylamine). Yields the product BrC1=CN=C2N1N=C(C=C2)NCCCC (3-bromo-N-butylimidazo[1,2-b]pyridazin-6-amine). Yield: 63.0%. As a reaction SMILES: [Br:1][C:2]1[N:6]2[N:7]=[C:8](Cl)[CH:9]=[CH:10][C:5]2=[N:4][CH:3]=1.[CH2:12]([NH2:16])[CH2:13][CH2:14][CH3:15]>>[Br:1][C:2]1[N:6]2[N:7]=[C:8]([NH:16][CH2:12][CH2:13][CH2:14][CH3:15])[CH:9]=[CH:10][C:5]2=[N:4][CH:3]=1. Procedure details: A solution of 3-bromo-6-chloroimidazo[1,2-b]pyridazine (1.2 g, 5.2 mmol) and N-butylamine (2 mL) was heated at 170° C. (microwave) for 30 min. The resulting mixture was cooled to room temperature and purified by preparative HPLC (neutral) to afford 3-bromo-N-butylimidazo[1,2-b]pyridazin-6-amine (887 mg, 63% yield) as a white solid: 1H NMR (METHANOL-d4) δ: 7.53 (d, J=9.6 Hz, 1H), 7.39 (s, 1H), 6.69 (d, J=9.9 Hz, 1H), 3.38 (t, J=7.1 Hz, 2H), 1.59-1.73 (m, 2H), 1.41-1.53 (m, 2H), 1.01 (t, J=7.3 Hz,... Reactants: CC(=O)O, CO, O=Cc1ccc(Cl)cc1, Nc1cccc(-n2cnc3cc(C(=O)NCc4cccnc4)ccc32)c1. The product is O=C(NCc1cccnc1)c1ccc2c(c1)ncn2-c1cccc(NCc2ccc(Cl)cc2)c1. RXN SMILES: [C:38]([OH:39])(=[O:40])[CH3:41].[CH3:36][OH:37].[Cl:27][c:28]1[cH:29][cH:30][c:31]([CH:32]=[O:33])[cH:34][cH:35]1.[NH2:1][c:2]1[cH:3][c:4](-[n:8]2[cH:9][n:10][c:11]3[c:12]2[cH:13][cH:14][c:15]([C:17](=[O:18])[NH:19][CH2:20][c:21]2[cH:22][n:23][cH:24][cH:25][cH:26]2)[cH:16]3)[cH:5][cH:6][cH:7]1>>[NH:1]([c:2]1[cH:3][c:4](-[n:8]2[cH:9][n:10][c:11]3[c:12]2[cH:13][cH:14][c:15]([C:17](=[O:18])[NH:19][CH2:20][c:21]2[cH:22][n:23][cH:24][cH:25][cH:26]2)[cH:16]3)[cH:5][cH:6][cH:7]1)[CH2:32][c:31]1[cH:30][cH:29][c:28]([Cl:27])[cH:35][cH:34]1.